describe an organic reaction: reactants, conditions, products, and yield From a dataset of the Open Reaction Database (ORD), a public repository of structured organic reaction records. Reactants: CCOC(=O)c1nc(O)c2cc(O)ccc2n1, CO, N. Product: NC(=O)c1nc(O)c2cc(O)ccc2n1. RXN SMILES: [CH2:1]([O:3][C:4](=[O:2])[c:6]1[n:7][c:8]2[cH:9][cH:10][c:11]([OH:17])[cH:12][c:13]2[c:14]([OH:16])[n:15]1)[CH3:5].[CH3:19][OH:20].[NH3:18]>>[O:3]=[C:4]([c:6]1[n:7][c:8]2[cH:9][cH:10][c:11]([OH:17])[cH:12][c:13]2[c:14]([OH:16])[n:15]1)[NH2:18]. Reaction SMILES: [CH3:1][N:2]1[C:7](=[O:8])[CH:6]=[CH:5][N:4]=[C:3]1[S:9][CH3:10].[Br:11]Br>C(Cl)(Cl)Cl>[Br:11][C:6]1[C:7](=[O:8])[N:2]([CH3:1])[C:3]([S:9][CH3:10])=[N:4][CH:5]=1. Reactants: CN1C(=NC=CC1=O)SC (3-methyl-2-(methylthio)pyrimidin-4(3H)-one), BrBr (bromine). Run in C(Cl)(Cl)Cl (CHCl3). Reaction conditions: temperature 0 celsius, time 1 hour. Yield: 97.0%. Reported procedure: A 0° C. solution of 3-methyl-2-(methylthio)pyrimidin-4(3H)-one (1.37 g, 8.77 mmol) in CHCl3 (15 mL) was treated with bromine (0.54 mL, 10.5 mmol), stirred at 0° C. for 1 h, quenched with satd. NaHCO3 (15 mL), warmed to RT slowly and stirred overnight. The mixture was extracted with DCM (3×) and the combined organics were dried over Na2SO4 and concentrated to dryness to afford 5-bromo-3-methyl-2-(methylthio)pyrimidin-4(3H)-one (2.0 g, 97% yield). 1H NMR (400 MHz, DMSO-d6): δ 8.24 (s, 1H), 3.45 (s... Product: BrC=1C(N(C(=NC1)SC)C)=O (5-bromo-3-methyl-2-(methylthio)pyrimidin-4(3H)-one).